describe an organic reaction: reactants, conditions, products, and yield From a dataset of the Open Reaction Database (ORD), a public repository of structured organic reaction records. Reactants: ClC1=C(N)C=C(C=C1)S(=O)(=O)C (2-chloro-5-methanesulfonyl-aniline), N(=O)[O-].[Na+] (sodium nitrite), Br (HBr). Reagents/catalysts: [Cu]Br (copper(I) bromide). Run in O (H2O). Run at temperature 0 celsius, time 20 minute. The product is BrC1=C(C=CC(=C1)S(=O)(=O)C)Cl (2-bromo-1-chloro-4-methanesulfonyl-benzene). Isolated yield 83.0%. As a reaction SMILES: [Cl:1][C:2]1[CH:8]=[CH:7][C:6]([S:9]([CH3:12])(=[O:11])=[O:10])=[CH:5][C:3]=1N.N([O-])=O.[Na+].[BrH:17]>O.[Cu]Br>[Br:17][C:3]1[CH:5]=[C:6]([S:9]([CH3:12])(=[O:11])=[O:10])[CH:7]=[CH:8][C:2]=1[Cl:1] |f:1.2|. Reported procedure: To a slurry of 2-chloro-5-methanesulfonyl-aniline (4.50 g, 21.9 mmol) in 48% HBr (12 mL) at 0° C. was added dropwise a solution of sodium nitrite (2.28 g, 33 mmol) in H2O (8 mL) at such a rate that the temperature never exceeds 5° C. The resulting yellow mixture was allowed to stir 20 min at 0° C. and then charged with copper(I) bromide (3.3 g, 23 mmol). After 30 min the resulting mixture was extracted with EtOAc (2×100 mL) and the combined extracts were washed successively with satd NH4Cl, 3N H... Solvent: O1CCCC1 (tetrahydrofuran). Yield: 65.0%. Reported procedure: In a 500 ml round-bottom flask was placed 0.3 mole of 2-(toluene-4-sulfonyloxy)ethyl acrylate, 0.2 mole of 4-hydroxybutyl acrylate, 0.1 mole of methyl methacrylate, 0.3 mole of glycidyl methacrylate, and 300 g of tetrahydrofuran (THF), and 0.1 g-3 g of AIBN. The reaction mixture was heated at 60-75° C. for 5-20 hours. The product was precipitated in ethyl ether or n-hexane, filtered and dried to provide poly [2-(toluene-4-sulfonyloxy)ethyl acrylate/4-hydroxybutyl acrylate/-methyl methacrylate/-g... Reaction SMILES: [C:1]([O:5][CH2:6][CH2:7][O:8][S:9]([C:12]1[CH:17]=[CH:16][C:15]([CH3:18])=[CH:14][CH:13]=1)(=[O:11])=[O:10])(=[O:4])[CH:2]=[CH2:3].[C:19]([O:23][CH2:24][CH2:25][CH2:26][CH2:27][OH:28])(=[O:22])[CH:20]=[CH2:21].C(OC)(=O)C(C)=C.C(OCC1OC1)(=O)C(C)=C.CC(N=NC(C#N)(C)C)(C#N)C>O1CCCC1>[C:1]([O:5][CH2:6][CH2:7][O:8][S:9]([C:12]1[CH:17]=[CH:16][C:15]([CH3:18])=[CH:14][CH:13]=1)(=[O:10])=[O:11])(=[O:4])[CH:2]=[CH2:3].[C:19]([O:23][CH2:24][CH2:25][CH2:26][CH2:27][OH:28])(=[O:22])[CH:20]=[CH2:21] |f:6.7|. Yields the product C(C=C)(=O)OCCOS(=O)(=O)C1=CC=C(C=C1)C.C(C=C)(=O)OCCCCO (2-(toluene-4-sulfonyloxy)ethyl acrylate 4-hydroxybutyl acrylate). Conditions: temperature 67.5 celsius. Reactants: C(C=C)(=O)OCCOS(=O)(=O)C1=CC=C(C=C1)C (2-(toluene-4-sulfonyloxy)ethyl acrylate), C(C(=C)C)(=O)OCC1CO1 (glycidyl methacrylate), CC(C)(C#N)N=NC(C)(C)C#N (AIBN), C(C=C)(=O)OCCCCO (4-hydroxybutyl acrylate), C(C(=C)C)(=O)OC (methyl methacrylate).